From a dataset of the Open Reaction Database (ORD), a public repository of structured organic reaction records. describe an organic reaction: reactants, conditions, products, and yield Reactants: COc1cc(N2CCN(C(=O)OC(C)(C)C)C(C=O)C2)ccc1Cl, [BH3-]C#N, C1CCNC1, CO, ClCCl, [Na+]. The product is COc1cc(N2CCN(C(=O)OC(C)(C)C)C(CN3CCCC3)C2)ccc1Cl. RXN SMILES: [C:1]([CH3:2])([CH3:3])([CH3:4])[O:5][C:6](=[O:7])[N:8]1[CH:9]([CH:23]=[O:24])[CH2:10][N:11]([c:14]2[cH:15][c:16]([O:21][CH3:22])[c:17]([Cl:20])[cH:18][cH:19]2)[CH2:12][CH2:13]1.[C:32]([BH3-:33])#[N:34].[CH2:27]1[CH2:28][CH2:29][NH:30][CH2:31]1.[CH3:25][OH:26].[Cl:36][CH2:37][Cl:38].[Na+:35]>>[C:1]([CH3:2])([CH3:3])([CH3:4])[O:5][C:6](=[O:7])[N:8]1[CH:9]([CH2:23][N:30]2[CH2:29][CH2:28][CH2:27][CH2:31]2)[CH2:10][N:11]([c:14]2[cH:15][c:16]([O:21][CH3:22])[c:17]([Cl:20])[cH:18][cH:19]2)[CH2:12][CH2:13]1. Starting materials: C1CCOC1, CO, O=C(NCc1cccc(F)c1)Nc1nc(CI)cs1, NCC(F)F. Yields the product O=C(NCc1cccc(F)c1)Nc1nc(CNCC(F)F)cs1. As a reaction SMILES: [CH2:27]1[O:28][CH2:29][CH2:30][CH2:31]1.[CH3:25][OH:26].[F:1][c:2]1[cH:3][c:4]([CH2:5][NH:6][C:7](=[O:8])[NH:9][c:10]2[s:11][cH:12][c:13]([CH2:15][I:16])[n:14]2)[cH:17][cH:18][cH:19]1.[F:20][CH:21]([CH2:22][NH2:23])[F:24]>>[F:1][c:2]1[cH:3][c:4]([CH2:5][NH:6][C:7](=[O:8])[NH:9][c:10]2[s:11][cH:12][c:13]([CH2:15][NH:23][CH2:22][CH:21]([F:20])[F:24])[n:14]2)[cH:17][cH:18][cH:19]1. Reactants: COc1cc([N+](=O)[O-])c(N)cc1OCN1CCC(C)CC1, CO, [H][H]. Yields the product COc1cc(N)c(N)cc1OCN1CCC(C)CC1. Reaction SMILES: [CH3:1][O:2][c:3]1[cH:4][c:5]([N+:19]([O-:20])=[O:21])[c:6]([NH2:18])[cH:7][c:8]1[O:9][CH2:10][N:11]1[CH2:12][CH2:13][CH:14]([CH3:17])[CH2:15][CH2:16]1.[CH3:24][OH:25].[H:22][H:23]>>[CH3:1][O:2][c:3]1[cH:4][c:5]([NH2:19])[c:6]([NH2:18])[cH:7][c:8]1[O:9][CH2:10][N:11]1[CH2:12][CH2:13][CH:14]([CH3:17])[CH2:15][CH2:16]1. Starting materials: [Br-], O=C(O)CCCC[P+](c1ccccc1)(c1ccccc1)c1ccccc1, C[SiH](C)OC(C1C(OC2CCCCO2)CC2OC(O)CC21)C(C)(C)C, CC(C)(C)[O-], [K+], C1CCOC1, O. Yields the product C[SiH](C)OC(C1C(OC2CCCCO2)CC(O)C1CC=CCCCC(=O)O)C(C)(C)C. As a reaction SMILES: [Br-:1].[C:2](=[O:3])([OH:4])[CH2:5][CH2:6][CH2:7][CH2:8][P+:9]([c:10]1[cH:11][cH:12][cH:13][cH:14][cH:15]1)([c:16]1[cH:17][cH:18][cH:19][cH:20][cH:21]1)[c:22]1[cH:23][cH:24][cH:25][cH:26][cH:27]1.[C:34]([CH3:35])([CH3:36])([CH3:37])[CH:38]([CH:39]1[CH:40]([O:48][CH:49]2[O:50][CH2:51][CH2:52][CH2:53][CH2:54]2)[CH2:41][CH:42]2[O:43][CH:44]([OH:47])[CH2:45][CH:46]12)[O:55][SiH:56]([CH3:57])[CH3:58].[CH3:28][C:29]([CH3:30])([O-:31])[CH3:32].[K+:33].[O:60]1[CH2:61][CH2:62][CH2:63][CH2:64]1.[OH2:59]>>[C:2](=[O:3])([OH:4])[CH2:5][CH2:6][CH2:7][CH:8]=[CH:44][CH2:45][CH:46]1[CH:39]([CH:38]([C:34]([CH3:35])([CH3:36])[CH3:37])[O:55][SiH:56]([CH3:57])[CH3:58])[CH:40]([O:48][CH:49]2[O:50][CH2:51][CH2:52][CH2:53][CH2:54]2)[CH2:41][CH:42]1[OH:43]. The reactants are 0217492 A1, C(=C)C1=C(C=CC=C1)C=C (Divinylbenzene), C(C)C1=C(C=CC=C1)CC (diethylbenzene), C(C)C1=CC=C(C=C1)CC (para-diethylbenzene), C(C)C1=C(C=CC=C1)CC (diethylbenzene). The product is C(=C)C1=CC=C(C=C1)C=C (para-divinylbenzene), C(C)C=CC1=CC=CC=C1 (para-ethylvinylbenzene). Reaction SMILES: C([C:3]1[CH:8]=[CH:7][CH:6]=[CH:5][C:4]=1[CH:9]=[CH2:10])=C.[CH2:11](C1C=CC=CC=1CC)[CH3:12].[CH2:21]([C:23]1[CH:28]=[CH:27][C:26]([CH2:29][CH3:30])=[CH:25][CH:24]=1)[CH3:22]>>[CH:21]([C:23]1[CH:28]=[CH:27][C:26]([CH:29]=[CH2:30])=[CH:25][CH:24]=1)=[CH2:22].[CH2:11]([CH:10]=[CH:9][C:4]1[CH:3]=[CH:8][CH:7]=[CH:6][CH:5]=1)[CH3:12]. Procedure details: Divinylbenzene can be prepared by the dehydrogenation of diethylbenzene. For example, there is a description in EP 0217492 A1 that the dehydrogenation of para-diethylbenzene with a purity of 93% in the presence of an alkaline dehydrogenation catalyst at a temperature of 620° to 630° C. and at a steam to diethylbenzene ratio (hereinafter referred to as S/D ratio) of 2 to 4 (by weight) occurred at a conversion of approximately 80% to yield approximately 38% by weight of para-divinylbenzene and app... Starting materials: ClC1=C(C=C(C(=C1)Cl)OC(C)C)NN (2,4-dichloro-5-(1-methylethoxy)phenylhydrazine), FC(C(=O)NC(OCC)=O)F (ethyl difluoroacetylcarbamate), O=P12OP3(=O)OP(=O)(O1)OP(=O)(O2)O3 (phosphorus pentoxide). The solvent is C=1(C(=CC=CC1)C)C (xylene). Yields the product ClC1=C(C=C(C(=C1)Cl)OC(C)C)N1N=C(NC1=O)C(F)F (1-[2,4-dichloro-5-(1-methylethoxy)phenyl]-3-difluoromethyl-4,5-dihydro-1,2,4-triazol-5(1H)-one). The yield is 48.5%. As a reaction SMILES: [Cl:1][C:2]1[CH:7]=[C:6]([Cl:8])[C:5]([O:9][CH:10]([CH3:12])[CH3:11])=[CH:4][C:3]=1[NH:13][NH2:14].[F:15][CH:16]([F:25])[C:17]([NH:19][C:20](=O)[O:21]CC)=O.O=P12OP3(OP(OP(O3)(O1)=O)(=O)O2)=O>C1(C)C(C)=CC=CC=1>[Cl:1][C:2]1[CH:7]=[C:6]([Cl:8])[C:5]([O:9][CH:10]([CH3:12])[CH3:11])=[CH:4][C:3]=1[N:13]1[C:20](=[O:21])[NH:19][C:17]([CH:16]([F:25])[F:15])=[N:14]1. Procedure: To a stirred solution of 11.8 g (0.05 mole) of 2,4-dichloro-5-(1-methylethoxy)phenylhydrazine and 10.0 g (0.06 mole) of ethyl difluoroacetylcarbamate in 130 mL of xylene was added 2.5 g (0.02 mole) of phosphorus pentoxide. After complete addition the mixture was heated at reflux for 1.5 hours then allowed to cool to room temperature for approximately 18 hours. The reaction mixture was decanted from a dark residue in the reaction flask and washed with water. The washed mixture was extracted with ... Reactants: [N+](=O)([O-])C1=C(C(=O)Cl)C=CC=C1 (2-nitrobenzoyl chloride), C[Si](OC(=CC(C)=O)C)(C)C (4-trimethylsilanyloxy-pent-3-en-2-one). Reaction conditions: temperature 140 celsius, time 5 minute. Product: [N+](=O)([O-])C1=C(C(=O)C(C(C)=O)C(C)=O)C=CC=C1 (3-(2-nitro-benzoyl)-pentane-2,4-dione). Isolated yield 21.3%. RXN SMILES: [N+:1]([C:4]1[CH:12]=[CH:11][CH:10]=[CH:9][C:5]=1[C:6](Cl)=[O:7])([O-:3])=[O:2].C[Si](C)(C)[O:15][C:16]([CH3:21])=[CH:17][C:18](=[O:20])[CH3:19]>>[N+:1]([C:4]1[CH:12]=[CH:11][CH:10]=[CH:9][C:5]=1[C:6]([CH:17]([C:18](=[O:20])[CH3:19])[C:16](=[O:15])[CH3:21])=[O:7])([O-:3])=[O:2]. Reported procedure: A mixture of 2-nitrobenzoyl chloride (500 mg) with 4-trimethylsilanyloxy-pent-3-en-2-one (540 mg) was stirred at 140° C. for 5 min. The reaction solution was cooled to room temperature and was then purified by column chromatography using acetone-hexane to give 3-(2-nitro-benzoyl)-pentane-2,4-dione (143 mg, yield 20%). Starting materials: [OH-].[K+] (KOH), C(N)([O-])=N (imidocarbamate), C1(CCCCC1)C1=C(NC2=CC(=CC=C12)C(=O)OC)C1=CC=CC=C1 (Methyl 3-cyclohexyl-2-phenyl-1H-indole-6-carboxylate), C(C)(C)NC(OC(C)(C)C)=NC(C)C (tert-Butyl N,N′-diisopropylimidocarbamate). The solvent is C1CCOC1 (THF), O (water). Reaction conditions: temperature 80 celsius, time 8 hour. Product: C1(CCCCC1)C1=C(NC2=CC(=CC=C12)C(=O)OC(C)(C)C)C1=CC=CC=C1 (tert-Butyl 3-cyclohexyl-2-phenyl-1H-indole-6-carboxylate). As a reaction SMILES: [CH:1]1([C:7]2[C:15]3[C:10](=[CH:11][C:12](C(OC)=O)=[CH:13][CH:14]=3)[NH:9][C:8]=2[C:20]2[CH:25]=[CH:24][CH:23]=[CH:22][CH:21]=2)[CH2:6][CH2:5][CH2:4][CH2:3][CH2:2]1.[OH-].[K+].C(N[C:32](=NC(C)C)[O:33][C:34]([CH3:37])([CH3:36])[CH3:35])(C)C.C(=N)([O-:44])N>C1COCC1.O>[CH:1]1([C:7]2[C:15]3[C:10](=[CH:11][C:12]([C:32]([O:33][C:34]([CH3:35])([CH3:36])[CH3:37])=[O:44])=[CH:13][CH:14]=3)[NH:9][C:8]=2[C:20]2[CH:25]=[CH:24][CH:23]=[CH:22][CH:21]=2)[CH2:2][CH2:3][CH2:4][CH2:5][CH2:6]1 |f:1.2|. Procedure details: Methyl 3-cyclohexyl-2-phenyl-1H-indole-6-carboxylate (from Step 4) was dissolved in THF (0.2 M) and treated with aqueous KOH (2 eq., 1 M solution). The resulting mixture was heated to 80° C. for 4 h and then cooled to RT. The mixture was diluted with water and extracted with EtOAc (2×). The aqueous phase was acidified to pH 2 using hydrochloric acid (1 M) and then extracted with DCM and EtOAc. Drying over Na2SO4 and evaporation left a grey powder, which was dissolved in DCM (0.3 M). tert-Butyl N...